This data is from the Open Reaction Database (ORD), a public repository of structured organic reaction records. The task is: describe an organic reaction: reactants, conditions, products, and yield Starting materials: O=C([O-])[O-], CNc1nc(-c2ccc(Cl)cc2)c(-c2ccc(Cl)cc2)c2n[nH]c(=O)n12, CCOC(C)=O, FC(F)(F)c1ccc(CCl)cn1, [K+], [K+], CN(C)C=O. Product: CNc1nc(-c2ccc(Cl)cc2)c(-c2ccc(Cl)cc2)c2nn(Cc3ccc(C(F)(F)F)nc3)c(=O)n12. As a reaction SMILES: [C:32](=[O:33])([O-:34])[O-:35].[CH3:1][NH:2][c:3]1[n:4][c:5](-[c:20]2[cH:21][cH:22][c:23]([Cl:26])[cH:24][cH:25]2)[c:6](-[c:13]2[cH:14][cH:15][c:16]([Cl:19])[cH:17][cH:18]2)[c:7]2[n:8]1[c:9](=[O:12])[nH:10][n:11]2.[CH3:50][CH2:51][O:52][C:53]([CH3:54])=[O:55].[Cl:38][CH2:39][c:40]1[cH:41][cH:42][c:43]([C:46]([F:47])([F:48])[F:49])[n:44][cH:45]1.[K+:36].[K+:37].[O:27]=[CH:28][N:29]([CH3:30])[CH3:31]>>[CH3:1][NH:2][c:3]1[n:4][c:5](-[c:20]2[cH:21][cH:22][c:23]([Cl:26])[cH:24][cH:25]2)[c:6](-[c:13]2[cH:14][cH:15][c:16]([Cl:19])[cH:17][cH:18]2)[c:7]2[n:8]1[c:9](=[O:12])[n:10]([CH2:39][c:40]1[cH:41][cH:42][c:43]([C:46]([F:47])([F:48])[F:49])[n:44][cH:45]1)[n:11]2. Procedure: A stirred solution of 10.7 grams (0.045 mole) of methyl 3-cyclopropyl-3-(4-chlorophenyl)propanoate in 45 ml of tetrahydrofuran was cooled to 0° C., and 45 ml of 1.0 M of lithium aluminum hydride in tetrahydrofuran was added slowly during a one hour period. Upon completion of addition, the reaction mixture was stirred at 0° C. for two hours and then was allowed to warm to ambient temperature. The reaction was quenched by the sequential addition of 2 ml of water, 2 ml of aqueous 15% sodium hydroxi... The product is C1(CC1)C(CCO)C1=CC=C(C=C1)Cl (3-cyclopropyl-3-(4-chlorophenyl)propan-1-ol). Starting materials: C1(CC1)C(CC(=O)OC)C1=CC=C(C=C1)Cl (methyl 3-cyclopropyl-3-(4-chlorophenyl)propanoate), [H-].[Al+3].[Li+].[H-].[H-].[H-] (lithium aluminum hydride). Yield: 98.1%. As a reaction SMILES: [CH:1]1([CH:4]([C:10]2[CH:15]=[CH:14][C:13]([Cl:16])=[CH:12][CH:11]=2)[CH2:5][C:6](OC)=[O:7])[CH2:3][CH2:2]1.[H-].[Al+3].[Li+].[H-].[H-].[H-]>O1CCCC1>[CH:1]1([CH:4]([C:10]2[CH:15]=[CH:14][C:13]([Cl:16])=[CH:12][CH:11]=2)[CH2:5][CH2:6][OH:7])[CH2:3][CH2:2]1 |f:1.2.3.4.5.6|. Reaction conditions: temperature 0 celsius, time 2 hour. Run in O1CCCC1 (tetrahydrofuran), O1CCCC1 (tetrahydrofuran). Reactants: O.[OH-].[Li+] (Lithium hydroxide monohydrate), COC(=O)[C@H]1N(CC(C1)(F)F)C(=O)OC(C)(C)C ((S)-4,4-difluoro-pyrrolidine-1,2-dicarboxylic acid 1-tert-butyl ester 2-methyl ester), C(C)#N (acetonitrile). The solvent is O (water). Reaction conditions: time 2 hour. Yields the product C(C)(C)(C)OC(=O)N1[C@@H](CC(C1)(F)F)C(=O)O ((S)-4,4-difluoro-pyrrolidine-1,2-dicarboxylic acid 1-tert-butyl ester). Reaction SMILES: O.[OH-].[Li+].C[O:5][C:6]([C@@H:8]1[CH2:12][C:11]([F:14])([F:13])[CH2:10][N:9]1[C:15]([O:17][C:18]([CH3:21])([CH3:20])[CH3:19])=[O:16])=[O:7].C(#N)C>O>[C:18]([O:17][C:15]([N:9]1[CH2:10][C:11]([F:13])([F:14])[CH2:12][C@H:8]1[C:6]([OH:7])=[O:5])=[O:16])([CH3:21])([CH3:19])[CH3:20] |f:0.1.2|. Procedure details: Lithium hydroxide monohydrate (469 mg, 11.2 mmol) is added to a solution of (S)-4,4-difluoro-pyrrolidine-1,2-dicarboxylic acid 1-tert-butyl ester 2-methyl ester (1.48 g, 5.59 mmol) in 3:1 acetonitrile in water (20 mL). The reaction is stirred at room temperature for 2 hours. The reaction mixture is concentrated under reduced pressure and diluted with water and extracted with ether. The aqueous layer is acidified to PH˜1 and extracted with ethyl acetate 3 times. The organics are combined and wash... Starting materials: FC1=C(C(=O)OCC2=CC=CC=C2)C=CC(=C1)O (benzyl 2-fluoro-4-hydroxybenzoate), FC1=C(C=CC(=C1)[N+](=O)[O-])C (2-fluoro-4-nitrotoluene), [O-][Mn](=O)(=O)=O.[K+] (KMnO4). Product: FC1=C(C(=O)O)C=CC(=C1)[N+](=O)[O-] (2-fluoro-4-nitrobenzoic acid). Reaction SMILES: [F:1][C:2]1[CH:17]=[C:16](O)[CH:15]=[CH:14][C:3]=1[C:4]([O:6]CC1C=CC=CC=1)=[O:5].FC1C=C([N+:26]([O-:28])=[O:27])C=CC=1C.[O-][Mn](=O)(=O)=O.[K+]>>[F:1][C:2]1[CH:17]=[C:16]([N+:26]([O-:28])=[O:27])[CH:15]=[CH:14][C:3]=1[C:4]([OH:6])=[O:5] |f:2.3|. Procedure: This was prepared as described above in Example 33 except that benzyl 2-fluoro-4-hydroxybenzoate (prepared from 2-fluoro-4-nitrotoluene by oxidation with KMnO4 to give 2-fluoro-4-nitrobenzoic acid, followed by catalytic reduction to give 4-amino-2-fluorobenzoic acid, followed by diazotization/hydrolysis to give 4-hydroxy-2-fluorobenzoic acid which was converted to benzyl 2-fluoro-4-hydroxybenzoate in a fashion analogous to that described in Example 23) was used as starting material in place of b... Reactants: N1(C)C(=O)N(C)C=2N=CNC2C1=O (theophylline), C(=O)([O-])[O-].[K+].[K+] (K2CO3), C(C(C)(C)C)(=O)OCCl (pivaloxymethyl chloride). Run in CC(=O)C (acetone). Yields the product C(C(C)(C)C)(=O)OCN1C=NC=2N(C(N(C)C(C12)=O)=O)C (7-pivaloxymethyl theophylline). Isolated yield 25.5%. As a reaction SMILES: [N:1]1([C:12](=[O:13])[C:11]2[NH:10][CH:9]=[N:8][C:7]=2[N:5]([CH3:6])[C:3]1=[O:4])[CH3:2].C([O-])([O-])=O.[K+].[K+].[C:20]([O:26][CH2:27]Cl)(=[O:25])[C:21]([CH3:24])([CH3:23])[CH3:22]>CC(C)=O>[C:20]([O:26][CH2:27][N:10]1[C:11]2[C:12](=[O:13])[N:1]([CH3:2])[C:3](=[O:4])[N:5]([CH3:6])[C:7]=2[N:8]=[CH:9]1)(=[O:25])[C:21]([CH3:24])([CH3:23])[CH3:22] |f:1.2.3|. Procedure: A suspension of 3.60 g (0.02 mole) of theophylline and 1.38 g (0.01 mole) of K2CO3 in 75 ml of acetone was refluxed overnight and then allowed to react at reflux with 3.00 g (0.02 mole) of pivaloxymethyl chloride for 2 days. The suspension was filtered and the residue was washed with acetone (200 ml). The combined filtrate and wash was concentrated in vacuo and the residue was extracted with boiling heptane (200 ml). The heptane solution was cooled in the refrigerator for 0.5 hr then filtered. T... The reactants are C(C)N(CC)S(F)(F)F (diethylaminosulfur trifluoride), FC=1C=C(C(C(=O)OC)O)C=C(C1)F (methyl 3,5-difluoromandelate). The solvent is C(Cl)Cl (methylene chloride), C(Cl)Cl (methylene chloride). Run at time 15 minute. Product: FC(C(=O)OC)C1=CC(=CC(=C1)F)F (Methyl α-Fluoro-3,5-difluorophenylacetate). RXN SMILES: C(N(S(F)(F)[F:7])CC)C.[F:10][C:11]1[CH:12]=[C:13]([CH:20]=[C:21]([F:23])[CH:22]=1)[CH:14](O)[C:15]([O:17][CH3:18])=[O:16]>C(Cl)Cl>[F:7][CH:14]([C:13]1[CH:12]=[C:11]([F:10])[CH:22]=[C:21]([F:23])[CH:20]=1)[C:15]([O:17][CH3:18])=[O:16]. Reported procedure: A solution of diethylaminosulfur trifluoride (DAST) (1.1 eq) in methylene chloride was cooled to 0° C. and a pre-cooled solution of methyl 3,5-difluoromandelate (1 eq) in methylene chloride was added. The transfer flask was rinsed with a small portion of methylene chloride. After 15 minutes, the cooling bath was removed and the reaction mixture was stirred an additional 40 minutes at ambient temperature. The mixture was poured over ice and the layers separated. The organic phase was washed with ... Reactants: NC1=C(C=NN1CC(OCC)OCC)C(=O)O (5-amino-4-carboxy-1-(2,2-diethoxyethyl)pyrazole). Run in FC(C(=O)O)(F)F (trifluoroacetic acid). Product: C(=O)(O)C1=C2N(N=C1)C=CN2 (7-carboxy-1H-imidazo[1,2-b]-pyrazole). Isolated yield 55.1%. RXN SMILES: [NH2:1][C:2]1[N:6]([CH2:7][CH:8](OCC)OCC)[N:5]=[CH:4][C:3]=1[C:15]([OH:17])=[O:16]>FC(F)(F)C(O)=O>[C:15]([C:3]1[CH:4]=[N:5][N:6]2[CH:7]=[CH:8][NH:1][C:2]=12)([OH:17])=[O:16]. Reported procedure: A solution of 5-amino-4-carboxy-1-(2,2-diethoxyethyl)pyrazole (50 g) in 80% trifluoroacetic acid aqueous solution (250 ml) was stirred at room temperature for two days. The reaction mixture was evaporated in vacuo. The resultant solid was washed with cold water, collected by filtration and dried over phosphorus pentoxide in vacuo to give 7-carboxy-1H-imidazo[1,2-b]-pyrazole (17.10 g).